From a dataset of the Open Reaction Database (ORD), a public repository of structured organic reaction records. describe an organic reaction: reactants, conditions, products, and yield Starting materials: ice, CC=1C=C(C(=O)O)C=CN1 (2-methylisonicotinic acid), CO (MeOH), S(=O)(Cl)Cl (thionyl chloride). Conditions: time 22 hour. The product is CC=1C=C(C(=O)OC)C=CN1 (Methyl 2-methylisonicotinate). Yield: 61.0%. Reaction SMILES: [CH3:1][C:2]1[CH:3]=[C:4]([CH:8]=[CH:9][N:10]=1)[C:5]([OH:7])=[O:6].S(Cl)(Cl)=O.[CH3:15]O>>[CH3:1][C:2]1[CH:3]=[C:4]([CH:8]=[CH:9][N:10]=1)[C:5]([O:7][CH3:15])=[O:6]. Procedure details: To an ice-cooled suspension of 1.32 g (9.62 mmol) of 2-methylisonicotinic acid in 20 mL of MeOH was added 1.47 mL (20.2 mmol) of thionyl chloride. The ice-bath was removed and the reaction was stirred at rt. After 22 h, the MeOH was evaporated and the residue was taken up in H2O. The aqueous mixture was neutralized with saturated NaHCO3, then extracted with Et2O. The organic extracts were washed with saturated NaCl, dried over MgSO4, then filtered through a bed of celite. Eva-poration of solvent...